This data is from the Open Reaction Database (ORD), a public repository of structured organic reaction records. The task is: describe an organic reaction: reactants, conditions, products, and yield Starting materials: [Li]CCCC, CCOC(C)=O, CCCCCC, C[Si](Cl)(CCl)c1ccccc1, Clc1ccc(Br)c(Cl)c1, C1CCOC1. Yields the product C[Si](CCl)(c1ccccc1)c1ccc(Cl)cc1Cl. Reaction SMILES: [CH2:21]([Li:22])[CH2:23][CH2:24][CH3:25].[CH3:26][CH2:27][O:28][C:29](=[O:30])[CH3:31].[CH3:37][CH2:38][CH2:39][CH2:40][CH2:41][CH3:42].[Cl:10][Si:11]([c:12]1[cH:13][cH:14][cH:15][cH:16][cH:17]1)([CH3:18])[CH2:19][Cl:20].[Cl:1][c:2]1[c:3]([Br:9])[cH:4][cH:5][c:6]([Cl:8])[cH:7]1.[O:32]1[CH2:33][CH2:34][CH2:35][CH2:36]1>>[Cl:1][c:2]1[c:3]([Si:11]([c:12]2[cH:13][cH:14][cH:15][cH:16][cH:17]2)([CH3:18])[CH2:19][Cl:20])[cH:4][cH:5][c:6]([Cl:8])[cH:7]1. RXN SMILES: N[C:2]1[CH:7]=[C:6]([C:8]#[N:9])[CH:5]=[CH:4][C:3]=1[S:10]([NH:13][C:14]1[CH:15]=[CH:16][CH:17]=[C:18]2[C:23]=1[N:22]=[CH:21][CH:20]=[CH:19]2)(=[O:12])=[O:11].N(OC(C)(C)C)=O.CC(O)=O>C1COCC1>[O:12]=[S:10]1(=[O:11])[C:3]2[C:2](=[CH:7][C:6]([C:8]#[N:9])=[CH:5][CH:4]=2)[C:15]2[C:14](=[C:23]3[C:18](=[CH:17][CH:16]=2)[CH:19]=[CH:20][CH:21]=[N:22]3)[NH:13]1. Product: O=S1(NC2=C3N=CC=CC3=CC=C2C2=CC(=CC=C12)C#N)=O (6,6-Dioxo-5,6-dihydro-6λ*6*-thia-4,5-diaza-chrysene-9-carbonitrile). Reported procedure: In a similar fashion using route 16 general procedure 61, 2-amino-4-cyano-N-quinolin-8-yl-benzenesulfonamide (Intermediate 278) (350 mg, 1.08 mmol), t-butyl nitrite (0.19 ml, 1.62 mmol), AcOH (3.5 ml) and THF (3.5 ml) gave the title compound (15 mg, 4%) after purification by column chromatography with DCM/MeOH (99:1) as the eluent. Solvent: C1CCOC1 (THF). Starting materials: NC1=C(C=CC(=C1)C#N)S(=O)(=O)NC=1C=CC=C2C=CC=NC12 (2-amino-4-cyano-N-quinolin-8-yl-benzenesulfonamide), CC(=O)O (AcOH), NC1=C(C=CC(=C1)C#N)S(=O)(=O)NC=1C=CC=C2C=CC=NC12 (2-amino-4-cyano-N-quinolin-8-yl-benzenesulfonamide), N(=O)OC(C)(C)C (t-butyl nitrite). Isolated yield 4.5%. The reactants are C(C1=CC=CC=C1)N1C(=C(C2=CC(=CC=C12)C1=CC=C(C=C1)O)CC1=CC=CC=C1)C (4-(1,3-dibenzyl-2-methyl-1H-indol-5-yl)-phenol), C(=O)([O-])[O-].[K+].[K+] (K2CO3), BrCC(=O)OC (methyl bromoacetate). Run in CC(=O)C (acetone). Product: COC(COC1=CC=C(C=C1)C=1C=C2C(=C(N(C2=CC1)CC1=CC=CC=C1)C)CC1=CC=CC=C1)=O ([4-(1,3-Dibenzyl-2-methyl-1H-indol-5-yl)-phenoxy]-acetic acid methyl ester), product. Isolated yield 83.3%. As a reaction SMILES: [CH2:1]([N:8]1[C:16]2[C:11](=[CH:12][C:13]([C:17]3[CH:22]=[CH:21][C:20]([OH:23])=[CH:19][CH:18]=3)=[CH:14][CH:15]=2)[C:10]([CH2:24][C:25]2[CH:30]=[CH:29][CH:28]=[CH:27][CH:26]=2)=[C:9]1[CH3:31])[C:2]1[CH:7]=[CH:6][CH:5]=[CH:4][CH:3]=1.C([O-])([O-])=O.[K+].[K+].Br[CH2:39][C:40]([O:42][CH3:43])=[O:41]>CC(C)=O>[CH3:43][O:42][C:40](=[O:41])[CH2:39][O:23][C:20]1[CH:21]=[CH:22][C:17]([C:13]2[CH:12]=[C:11]3[C:16](=[CH:15][CH:14]=2)[N:8]([CH2:1][C:2]2[CH:3]=[CH:4][CH:5]=[CH:6][CH:7]=2)[C:9]([CH3:31])=[C:10]3[CH2:24][C:25]2[CH:30]=[CH:29][CH:28]=[CH:27][CH:26]=2)=[CH:18][CH:19]=1 |f:1.2.3|. Procedure details: The desired product was prepared using a procedure similar to step 1 of example 4. Thus, 4-(1,3-dibenzyl-2-methyl-1H-indol-5-yl)-phenol (0.155 g, 0.384 mmol) was reacted with K2CO3 (0.069 g, 0.499 mmol) and methyl bromoacetate (0.076 g, 0.499 mmol) in acetone (5 ml) to give the product (0.152 g, 0.320 mmol, 83%) as a viscous oil. 1H NMR (DMSO-d6) δ 2.35 (s, 3H), 3.70 (s, 3H), 4.10 (s, 2H), 4.80 (s, 2H), 5.42 (s, 2H), 6.94-7.00 (m, 4H), 7.09-7.13 (m, 1H), 7.20-7.30 (m, 8H), 7.39 (d, J=8.6 Hz, 1H)... The reactants are C(=C)N1C(CCC1=O)=O (N-vinylsuccinimide), C(Cl)(Cl)(Cl)Cl (carbon tetrachloride), stannic chloride. Run at time 24 hour. Product: ClC(C)N1C(CCC1=O)=O (N-(1 Chloroethyl)-succinimide). The yield is 59.0%. As a reaction SMILES: [CH:1]([N:3]1[C:7](=[O:8])[CH2:6][CH2:5][C:4]1=[O:9])=[CH2:2].C(Cl)(Cl)(Cl)[Cl:11]>>[Cl:11][CH:1]([N:3]1[C:7](=[O:8])[CH2:6][CH2:5][C:4]1=[O:9])[CH3:2]. Procedure: N-vinylsuccinimide, 50.0 g (0.40 mole) is dissolved in 100 ml carbon tetrachloride, 5.20 g (0.020 mole) of stannic chloride is added and the mixture is stirred while saturating with hydrogen chloride gas for 6 hours at 20°-30° C. After 24 hours, the mixture is resaturated with hydrogen chloride gas for 1.5 hours. At the end of 48 hours, the solution is decanted and the gummy residue is washed with ten 100 ml portions of carbon tetrachloride. The combined extracts are slurried with 10 g of diatom... The reactants are ClC=1C=C(C=CC1)C1=NOC(=N1)CCC(=O)NN (3-[3-(3-Chloro-phenyl)-[1,2,4]oxadiazol-5-yl]-propionic acid hydrazide), ICC (iodoethane), C(=O)([O-])[O-].[K+].[K+] (K2CO3). The solvent is CN(C)C=O (DMF). The product is C(C)OC(CCC1=NC(=NO1)C1=CC(=CC=C1)Cl)=O (3-[3-(3-chloro-phenyl)-[1,2,4]oxadiazol-5-yl]-propionic acid ethyl ester). Reaction SMILES: [Cl:1][C:2]1[CH:3]=[C:4]([C:8]2[N:12]=[C:11]([CH2:13][CH2:14][C:15](NN)=[O:16])[O:10][N:9]=2)[CH:5]=[CH:6][CH:7]=1.I[CH2:20][CH3:21].C([O-])([O-])=[O:23].[K+].[K+]>CN(C=O)C>[CH2:20]([O:23][C:15](=[O:16])[CH2:14][CH2:13][C:11]1[O:10][N:9]=[C:8]([C:4]2[CH:5]=[CH:6][CH:7]=[C:2]([Cl:1])[CH:3]=2)[N:12]=1)[CH3:21] |f:2.3.4|. Reported procedure: 3-Chloro-N-hydroxy-benzamidine 4.52 g, 26.5 mmol) was heated with succinic anhydride (2.65 mg, 26.5 mmol) in DMF (5 ml) at 150° C. for an h. The reaction mixture was cooled down and diluted with ethyl acetate. The organic solution was washed with water and brine, concentrated by vacuum. The residue was triturated with 20% ethyl acetate in hexanes to give 4.0 g (60%) of 3-[3-(3-chloro-phenyl)-[1,2,4]oxadiazol-5-yl]-propionic acid as white solid. ). 1H-NMR(CDCl3) d(ppm): 8.08 (s, 1H), 7.96 (d, 1H)... The reactants are CS(=O)C (dimethyl sulfoxide), C(C(=O)Cl)(=O)Cl (oxalyl chloride), OCC1CCN(CC1)C(C1=CC=CC=C1)=O (4-hydroxymethyl-N-benzoylpiperidine), CCN(C(C)C)C(C)C (DIEA). Run in C(Cl)Cl (methylene chloride), C(Cl)Cl (methylene chloride). Conditions: time 10 minute. Product: C(C1=CC=CC=C1)(=O)N1CCC(CC1)C=O (1-Benzoylpiperidine-4-carboxaldehyde). Yield: 78.2%. As a reaction SMILES: CS(C)=O.C(Cl)(=O)C(Cl)=O.[OH:11][CH2:12][CH:13]1[CH2:18][CH2:17][N:16]([C:19](=[O:26])[C:20]2[CH:25]=[CH:24][CH:23]=[CH:22][CH:21]=2)[CH2:15][CH2:14]1.CCN(C(C)C)C(C)C>C(Cl)Cl>[C:19]([N:16]1[CH2:17][CH2:18][CH:13]([CH:12]=[O:11])[CH2:14][CH2:15]1)(=[O:26])[C:20]1[CH:21]=[CH:22][CH:23]=[CH:24][CH:25]=1. Reported procedure: To 1.99 g of dimethyl sulfoxide in 45 mL methylene chloride at −78° C. was added 2.16 g of oxalyl chloride. After 10 min, 1.865 g of 4-hydroxymethyl-N-benzoylpiperidine (Step B) in 15 mL of methylene chloride was added at −78° C. and stirred for 30 min. DIEA (5.49 mL) was added and this mixture was stirred for an additional 30 min. at −78° C. and then warmed to room temperature and stirred another 30 min. The reaction was quenched with 50 mL water and extracted with 3×50 mL methylene chloride. T... Starting materials: CCN(CCOc1ccccc1OC)C([O-])=S, CC(C)(C)[O-], CN(C)C=O, [Li+]. Reaction SMILES: [CH2:1]([CH3:2])[N:3]([C:4]([O-:5])=[S:6])[CH2:7][CH2:8][O:9][c:10]1[c:11]([O:16][CH3:17])[cH:12][cH:13][cH:14][cH:15]1.[CH3:18][C:19]([CH3:20])([O-:21])[CH3:22].[CH3:24][N:25]([CH3:26])[CH:27]=[O:28].[Li+:23]>>[CH2:1]1[CH:2]([CH2:19][OH:21])[O:5][C:4](=[S:6])[N:3]1[CH2:7][CH2:8][O:9][c:10]1[c:11]([O:16][CH3:17])[cH:12][cH:13][cH:14][cH:15]1. Product: COc1ccccc1OCCN1CC(CO)OC1=S. Starting materials: Clc1ncccc1Br, O=C([O-])[O-], C1COCCO1, CN1C(=O)NCC1C(=O)OC(C)(C)C, [Cs+], [Cs+], O=C(C=Cc1ccccc1)C=Cc1ccccc1, O=C(C=Cc1ccccc1)C=Cc1ccccc1, O=C(C=Cc1ccccc1)C=Cc1ccccc1, [Pd], [Pd]. The product is CN1C(=O)N(c2cccnc2Cl)CC1C(=O)OC(C)(C)C. RXN SMILES: [Br:15][c:16]1[c:17]([Cl:22])[n:18][cH:19][cH:20][cH:21]1.[C:23](=[O:24])([O-:25])[O-:26].[CH2:29]1[O:30][CH2:31][CH2:32][O:33][CH2:34]1.[CH3:1][N:2]1[C:3](=[O:14])[NH:4][CH2:5][CH:6]1[C:7](=[O:8])[O:9][C:10]([CH3:11])([CH3:12])[CH3:13].[Cs+:27].[Cs+:28].[O:37]=[C:38]([CH:39]=[CH:40][c:41]1[cH:42][cH:43][cH:44][cH:45][cH:46]1)[CH:47]=[CH:48][c:49]1[cH:50][cH:51][cH:52][cH:53][cH:54]1.[O:55]=[C:56]([CH:57]=[CH:58][c:59]1[cH:60][cH:61][cH:62][cH:63][cH:64]1)[CH:65]=[CH:66][c:67]1[cH:68][cH:69][cH:70][cH:71][cH:72]1.[O:73]=[C:74]([CH:75]=[CH:76][c:77]1[cH:78][cH:79][cH:80][cH:81][cH:82]1)[CH:83]=[CH:84][c:85]1[cH:86][cH:87][cH:88][cH:89][cH:90]1.[Pd:35].[Pd:36]>>[CH3:1][N:2]1[C:3](=[O:14])[N:4]([c:16]2[c:17]([Cl:22])[n:18][cH:19][cH:20][cH:21]2)[CH2:5][CH:6]1[C:7](=[O:8])[O:9][C:10]([CH3:11])([CH3:12])[CH3:13]. Reactants: C1CCOC1, CCCCn1cc(C#N)c2ccc(OC)cc21, [Li]CCCC, COB(OC)OC, Nc1ccc(I)cc1, CN(C)C=O. Yields the product CCCCn1c(-c2ccc(N)cc2)c(C#N)c2ccc(OC)cc21. Reaction SMILES: [CH2:38]1[O:39][CH2:40][CH2:41][CH2:42]1.[CH2:6]([CH2:7][CH2:8][CH3:9])[n:10]1[cH:11][c:12]([C:21]#[N:22])[c:13]2[cH:14][cH:15][c:16]([O:19][CH3:20])[cH:17][c:18]12.[CH3:1][CH2:2][CH2:3][CH2:4][Li:5].[CH3:23][O:24][B:25]([O:26][CH3:27])[O:28][CH3:29].[I:30][c:31]1[cH:32][cH:33][c:34]([NH2:35])[cH:36][cH:37]1.[O:43]=[CH:44][N:45]([CH3:46])[CH3:47]>>[CH2:6]([CH2:7][CH2:8][CH3:9])[n:10]1[c:11](-[c:31]2[cH:32][cH:33][c:34]([NH2:35])[cH:36][cH:37]2)[c:12]([C:21]#[N:22])[c:13]2[cH:14][cH:15][c:16]([O:19][CH3:20])[cH:17][c:18]12. The reactants are O=C(n1ccnc1)n1ccnc1, COC(=O)c1ccc2c(c1)CC(C)(C)C(c1cccc(C(=O)O)c1)N2, CCOC(C)=O, NS(=O)(=O)C1CC1, C1CCC2=NCCCN2CC1, C1CCOC1. Product: COC(=O)c1ccc2c(c1)CC(C)(C)C(c1cccc(C(=O)NS(=O)(=O)C3CC3)c1)N2. RXN SMILES: [C:26]([n:27]1[cH:28][cH:29][n:30][cH:31]1)([n:32]1[cH:33][cH:34][n:35][cH:36]1)=[O:37].[CH3:1][O:2][C:3](=[O:4])[c:5]1[cH:6][c:7]2[c:12]([cH:13][cH:14]1)[NH:11][CH:10]([c:15]1[cH:16][c:17]([C:18](=[O:19])[OH:20])[cH:21][cH:22][cH:23]1)[C:9]([CH3:24])([CH3:25])[CH2:8]2.[CH3:61][CH2:62][O:63][C:64](=[O:65])[CH3:66].[CH:38]1([S:41](=[O:42])(=[O:43])[NH2:44])[CH2:39][CH2:40]1.[N:45]12[CH2:46][CH2:47][CH2:48][N:49]=[C:50]1[CH2:51][CH2:52][CH2:53][CH2:54][CH2:55]2.[O:56]1[CH2:57][CH2:58][CH2:59][CH2:60]1>>[CH3:1][O:2][C:3](=[O:4])[c:5]1[cH:6][c:7]2[c:12]([cH:13][cH:14]1)[NH:11][CH:10]([c:15]1[cH:16][c:17]([C:18](=[O:19])[NH:44][S:41]([CH:38]3[CH2:39][CH2:40]3)(=[O:42])=[O:43])[cH:21][cH:22][cH:23]1)[C:9]([CH3:24])([CH3:25])[CH2:8]2.